This data is from the Open Reaction Database (ORD), a public repository of structured organic reaction records. The task is: describe an organic reaction: reactants, conditions, products, and yield Starting materials: [N+](=O)([O-])[O-].[Na+] (sodium nitrate), N(=O)[O-].[Na+] (sodium nitrite), OC=1C=C(C=CC(=O)O)C=CC1 (3-Hydroxycinnamic acid), S(O)(O)(=O)=O (sulfuric acid). The solvent is C(Cl)Cl (methylene chloride), C(Cl)Cl (methylene chloride). Reaction conditions: time 24 hour. The product is [N+](=O)([O-])C1=C(C=C(C=CC(=O)O)C=C1)O (4-nitro-3-hydroxycinnamic acid). The yield is 26.1%. As a reaction SMILES: [OH:1][C:2]1[CH:3]=[C:4]([CH:10]=[CH:11][CH:12]=1)[CH:5]=[CH:6][C:7]([OH:9])=[O:8].[N+:13]([O-])([O-:15])=[O:14].[Na+].S(=O)(=O)(O)O.N([O-])=O.[Na+]>C(Cl)Cl>[N+:13]([C:12]1[CH:11]=[CH:10][C:4]([CH:5]=[CH:6][C:7]([OH:9])=[O:8])=[CH:3][C:2]=1[OH:1])([O-:15])=[O:14] |f:1.2,4.5|. Procedure: 3-Hydroxycinnamic acid (3.00 g, 18.3 mmol) was dissolved in methylene chloride(40 mL) followed by the addition of sodium nitrate (1.70 g, 26.1 mmol). The addition of sulfuric acid (25 mL/3M) was then made, followed by addition of a catalytic amount of sodium nitrite. The mixture was allowed to stir. After 24 hours, the reaction mixture was diluted with methylene chloride and extracted with water. The organic layer was dried over MgSO4 and filtered. The solvent was evaporated and chromatography o... Reactants: CC(=O)c1c(-c2ccccc2)[nH]c(Br)c1C, COCCOC, CCOC(C)=O, [Na+], O=C([O-])O, O, Cl[Pd]Cl, c1ccc(P(c2ccccc2)c2ccccc2)cc1, c1ccc(P(c2ccccc2)c2ccccc2)cc1, OB(O)c1ccncc1. Product: CC(=O)c1c(-c2ccccc2)[nH]c(-c2ccncc2)c1C. RXN SMILES: [C:1]([CH3:2])(=[O:3])[c:4]1[c:5]([CH3:16])[c:6]([Br:15])[nH:7][c:8]1-[c:9]1[cH:10][cH:11][cH:12][cH:13][cH:14]1.[CH3:26][O:27][CH2:28][CH2:29][O:30][CH3:31].[CH3:37][CH2:38][O:39][C:40](=[O:41])[CH3:42].[Na+:36].[O-:32][C:33]([OH:34])=[O:35].[OH2:43].[Pd:44]([Cl:45])[Cl:46].[c:47]1([P:48]([c:49]2[cH:50][cH:51][cH:52][cH:53][cH:54]2)[c:55]2[cH:56][cH:57][cH:58][cH:59][cH:60]2)[cH:61][cH:62][cH:63][cH:64][cH:65]1.[c:66]1([P:67]([c:68]2[cH:69][cH:70][cH:71][cH:72][cH:73]2)[c:74]2[cH:75][cH:76][cH:77][cH:78][cH:79]2)[cH:80][cH:81][cH:82][cH:83][cH:84]1.[n:17]1[cH:18][cH:19][c:20]([B:23]([OH:24])[OH:25])[cH:21][cH:22]1>>[C:1]([CH3:2])(=[O:3])[c:4]1[c:5]([CH3:16])[c:6](-[c:20]2[cH:19][cH:18][n:17][cH:22][cH:21]2)[nH:7][c:8]1-[c:9]1[cH:10][cH:11][cH:12][cH:13][cH:14]1. Starting materials: NC=1C=C(C=CC1)C=1C(=CC(=CC1OCC)CC=1C(=NC(=NC1)N)N)O (3′-amino-4-(2,4-diamino-pyrimidin-5-ylmethyl)-6-ethoxy-biphenyl-2-ol), FC=1C=C(C=CC1OC)S(=O)(=O)Cl (3-fluoro-4-methoxy-benzenesulphonyl chloride). Product: NC=1C=C(C=CC1)C1=C(C=C(C=C1OCC)CC=1C(=NC(=NC1)N)N)OS(=O)(=O)C1=CC(=C(C=C1)OC)F (3-Fluoro-4-methoxy-benzenesulphonic acid 3′-amino-4-(2,4-diamino-pyrimidin-5-ylmethyl)-6-ethoxy-biphenyl-2-yl ester). The yield is 76.1%. RXN SMILES: [NH2:1][C:2]1[CH:3]=[C:4]([C:8]2[C:9]([OH:26])=[CH:10][C:11]([CH2:17][C:18]3[C:19]([NH2:25])=[N:20][C:21]([NH2:24])=[N:22][CH:23]=3)=[CH:12][C:13]=2[O:14][CH2:15][CH3:16])[CH:5]=[CH:6][CH:7]=1.[F:27][C:28]1[CH:29]=[C:30]([S:36](Cl)(=[O:38])=[O:37])[CH:31]=[CH:32][C:33]=1[O:34][CH3:35]>>[NH2:1][C:2]1[CH:3]=[C:4]([C:8]2[C:13]([O:14][CH2:15][CH3:16])=[CH:12][C:11]([CH2:17][C:18]3[C:19]([NH2:25])=[N:20][C:21]([NH2:24])=[N:22][CH:23]=3)=[CH:10][C:9]=2[O:26][S:36]([C:30]2[CH:31]=[CH:32][C:33]([O:34][CH3:35])=[C:28]([F:27])[CH:29]=2)(=[O:37])=[O:38])[CH:5]=[CH:6][CH:7]=1. Procedure: Starting from 3′-amino-4-(2,4-diamino-pyrimidin-5-ylmethyl)-6-ethoxy-biphenyl-2-ol (100 mg; 0.28 mmol) and 3-fluoro-4-methoxy-benzenesulphonyl chloride (115 mg; 0.51 mmol), 115 mg of the title compound are obtained as a pale yellow solid. Reactants: C(CCCCCCC)C1(C2=CC=CC=C2C=2C=CC(=CC12)B(O)O)CCCCCCCC (9,9-Bis(n-octyl)fluoren-2-yl-boronic acid), BrC1=CC=2C(C3=CC(=CC=C3C2C=C1)Br)(CCCCCCCC)CCCCCCCC (2,7-dibromo-9,9-bis(n-octyl)fluorene), C(=O)([O-])[O-].[Na+].[Na+] (Na2CO3). Reagents/catalysts: C=1C=CC(=CC1)[P](C=2C=CC=CC2)(C=3C=CC=CC3)[Pd]([P](C=4C=CC=CC4)(C=5C=CC=CC5)C=6C=CC=CC6)([P](C=7C=CC=CC7)(C=8C=CC=CC8)C=9C=CC=CC9)[P](C=1C=CC=CC1)(C=1C=CC=CC1)C=1C=CC=CC1 (Pd(PPh3)4). The solvent is petroleum ether, C1(=CC=CC=C1)C (toluene). Run at temperature 90 celsius, time 2 day. Product: BrC1=CC=C2C=3C=CC(=CC3C(C2=C1)(CCCCCCCC)CCCCCCCC)C1=CC=2C(C3=CC=CC=C3C2C=C1)(CCCCCCCC)CCCCCCCC (7-Bromo-9,9,9′,9′-tetra-n-octyl-2,2′-bifluorene). Isolated yield 63.8%. Reaction SMILES: [CH2:1]([C:9]1([CH2:25][CH2:26][CH2:27][CH2:28][CH2:29][CH2:30][CH2:31][CH3:32])[C:21]2[CH:20]=[C:19](B(O)O)[CH:18]=[CH:17][C:16]=2[C:15]2[C:10]1=[CH:11][CH:12]=[CH:13][CH:14]=2)[CH2:2][CH2:3][CH2:4][CH2:5][CH2:6][CH2:7][CH3:8].[Br:33][C:34]1[CH:46]=[CH:45][C:44]2[C:43]3[C:38](=[CH:39][C:40](Br)=[CH:41][CH:42]=3)[C:37]([CH2:56][CH2:57][CH2:58][CH2:59][CH2:60][CH2:61][CH2:62][CH3:63])([CH2:48][CH2:49][CH2:50][CH2:51][CH2:52][CH2:53][CH2:54][CH3:55])[C:36]=2[CH:35]=1.C([O-])([O-])=O.[Na+].[Na+]>C1C=CC([P]([Pd]([P](C2C=CC=CC=2)(C2C=CC=CC=2)C2C=CC=CC=2)([P](C2C=CC=CC=2)(C2C=CC=CC=2)C2C=CC=CC=2)[P](C2C=CC=CC=2)(C2C=CC=CC=2)C2C=CC=CC=2)(C2C=CC=CC=2)C2C=CC=CC=2)=CC=1.C1(C)C=CC=CC=1>[Br:33][C:34]1[CH:35]=[C:36]2[C:44]([C:43]3[CH:42]=[CH:41][C:40]([C:19]4[CH:18]=[CH:17][C:16]5[C:15]6[C:10](=[CH:11][CH:12]=[CH:13][CH:14]=6)[C:9]([CH2:25][CH2:26][CH2:27][CH2:28][CH2:29][CH2:30][CH2:31][CH3:32])([CH2:1][CH2:2][CH2:3][CH2:4][CH2:5][CH2:6][CH2:7][CH3:8])[C:21]=5[CH:20]=4)=[CH:39][C:38]=3[C:37]2([CH2:56][CH2:57][CH2:58][CH2:59][CH2:60][CH2:61][CH2:62][CH3:63])[CH2:48][CH2:49][CH2:50][CH2:51][CH2:52][CH2:53][CH2:54][CH3:55])=[CH:45][CH:46]=1 |f:2.3.4,^1:73,75,94,113|. Procedure details: A mixture of 9,9-bis(n-octyl)fluoren-2-yl-boronic acid (2a) (2.0 g, 4.60 mmol), 2,7-dibromo-9,9-bis(n-octyl)fluorene (3a) (4.0 g, 7.32 mmol), Pd(PPh3)4 (50 mg, 0.043 mmol), Na2CO3 (2.0 M aqueous solution, 12.0 mL, 24.0 mmol), and toluene (20 mL) is stirred at 90° C. for 2 days. After the mixture is cooled to room temperature, 200 mL of petroleum ether is added to the reaction mixture. The organic portion is separated and washed with brine before drying over anhydrous MgSO4. The solvent is evapor... The reactants are OCCCO, C1CCOC1, CN1CCCN(C)C1=O, ClCc1ccc2ccccc2n1, [H-], [Na+], O. The product is OCCCOCc1ccc2ccccc2n1. RXN SMILES: [CH2:1]([CH2:2][CH2:3][OH:4])[OH:5].[CH2:30]1[O:31][CH2:32][CH2:33][CH2:34]1.[CH3:21][N:22]1[CH2:23][CH2:24][CH2:25][N:26]([CH3:27])[C:28]1=[O:29].[Cl:8][CH2:9][c:10]1[n:11][c:12]2[cH:13][cH:14][cH:15][cH:16][c:17]2[cH:18][cH:19]1.[H-:6].[Na+:7].[OH2:20]>>[CH2:1]([CH2:2][CH2:3][O:4][CH2:9][c:10]1[n:11][c:12]2[cH:13][cH:14][cH:15][cH:16][c:17]2[cH:18][cH:19]1)[OH:5]. Starting materials: C(C)(=O)NC=1C=CC=C2C=CC(=CC12)O (8-Acetamido-2-naphthol), S(=O)(=O)(OC)OC (dimethyl sulfate), C([O-])([O-])=O.[K+].[K+] (potassium carbonate). Solvent: CC(=O)C (acetone). Reaction conditions: time 48 hour. The product is C(C)(=O)NC=1C=CC=C2C=CC(=CC12)OC (8-Acetamido-2-methoxynaphthalene). As a reaction SMILES: [C:1]([NH:4][C:5]1[CH:6]=[CH:7][CH:8]=[C:9]2[C:14]=1[CH:13]=[C:12]([OH:15])[CH:11]=[CH:10]2)(=[O:3])[CH3:2].S(OC)(O[CH3:20])(=O)=O.C(=O)([O-])[O-].[K+].[K+]>CC(C)=O>[C:1]([NH:4][C:5]1[CH:6]=[CH:7][CH:8]=[C:9]2[C:14]=1[CH:13]=[C:12]([O:15][CH3:20])[CH:11]=[CH:10]2)(=[O:3])[CH3:2] |f:2.3.4|. Reported procedure: A mixture of 8-Acetamido-2-naphthol (21 g, 0.104 mol), dimethyl sulfate (15.1 g, 0.12 mol) and potassium carbonate (41 g, 0.3 mol) in acetone (200 mL) was stirred at room temperature for 48 h. Solids were removed by filtration and washed with methanol, and the filtrate evaporated. The residue was washed in 1:1 hexane:toluene, collected by filtration and dried (24.7 g). The reactants are CC=1C(=NC=CC1)N (3-methyl-2-pyridinamine), S(O)(O)(=O)=O (sulfuric acid), O.O.I(=O)(=O)(=O)O (periodic acid dihydrate), II (iodine), [O-]S(=O)(=S)[O-].[Na+].[Na+] (Na2S2O3). Run in O (water), CC(=O)O (AcOH). Reaction conditions: temperature 80 celsius. Product: IC=1C=C(C(=NC1)N)C (5-iodo-3-methyl-2-pyridinamine). The yield is 207.7%. RXN SMILES: [CH3:1][C:2]1[C:3]([NH2:8])=[N:4][CH:5]=[CH:6][CH:7]=1.S(=O)(=O)(O)O.O.O.[I:16](O)(=O)(=O)=O.II.[O-]S([O-])(=S)=O.[Na+].[Na+]>O.CC(O)=O>[I:16][C:6]1[CH:7]=[C:2]([CH3:1])[C:3]([NH2:8])=[N:4][CH:5]=1 |f:2.3.4,6.7.8|. Procedure details: To a solution of 3-methyl-2-pyridinamine (10 g) in a mixed solution of AcOH (60 mL), water (12 mL), and sulfuric acid (4.2 mL) was added periodic acid dihydrate (4.22 g) and iodine (9.39 g), and the mixture was heated at 80° C. for 2 hours. The reaction mixture was poured into 5% Na2S2O3 aq solution and extracted with ether. The organic layer was washed with 1N NaOH aq solution and brine, and dried over Na2SO4. The solvent was removed in vacuo and obtained residual solid was recrystallized with ... Starting materials: O=C([O-])O, CCOC(=O)C(=Cc1ccc(-n2cnc(C)c2)c(OC)c1)CCC1OCCO1, CC(=O)O, CCOC(C)=O, [Na+], O, O=C(O)C(F)(F)F. Product: CCOC(=O)C(=Cc1ccc(-n2cnc(C)c2)c(OC)c1)CCC=O. As a reaction SMILES: [C:41](=[O:42])([OH:43])[O-:44].[CH2:1]([CH3:2])[O:3][C:4]([C:5]([CH2:6][CH2:7][CH:8]1[O:9][CH2:12][CH2:11][O:10]1)=[CH:13][c:14]1[cH:15][c:16]([O:26][CH3:27])[c:17](-[n:20]2[cH:21][n:22][c:23]([CH3:25])[cH:24]2)[cH:18][cH:19]1)=[O:28].[CH3:29][C:30](=[O:31])[OH:32].[CH3:46][CH2:47][O:48][C:49](=[O:50])[CH3:51].[Na+:45].[OH2:40].[OH:33][C:34]([C:35]([F:36])([F:37])[F:38])=[O:39]>>[CH2:1]([CH3:2])[O:3][C:4]([C:5]([CH2:6][CH2:7][CH:8]=[O:9])=[CH:13][c:14]1[cH:15][c:16]([O:26][CH3:27])[c:17](-[n:20]2[cH:21][n:22][c:23]([CH3:25])[cH:24]2)[cH:18][cH:19]1)=[O:28]. Reactants: Cc1cccnc1C=O, ClCCl, CC(CCCN1C(=O)c2ccccc2C1=O)NC(C)c1ccccn1. Product: Cc1cccnc1CN(C(C)CCCN1C(=O)c2ccccc2C1=O)C(C)c1ccccn1. As a reaction SMILES: [CH3:1][c:2]1[c:3]([CH:8]=[O:9])[n:4][cH:5][cH:6][cH:7]1.[Cl:35][CH2:36][Cl:37].[n:10]1[c:11]([CH:16]([CH3:17])[NH:18][CH:19]([CH2:20][CH2:21][CH2:22][N:23]2[C:24](=[O:33])[c:25]3[cH:26][cH:27][cH:28][cH:29][c:30]3[C:31]2=[O:32])[CH3:34])[cH:12][cH:13][cH:14][cH:15]1>>[CH3:1][c:2]1[c:3]([CH2:8][N:18]([CH:16]([c:11]2[n:10][cH:15][cH:14][cH:13][cH:12]2)[CH3:17])[CH:19]([CH2:20][CH2:21][CH2:22][N:23]2[C:24](=[O:33])[c:25]3[cH:26][cH:27][cH:28][cH:29][c:30]3[C:31]2=[O:32])[CH3:34])[n:4][cH:5][cH:6][cH:7]1.